From a dataset of the Open Reaction Database (ORD), a public repository of structured organic reaction records. describe an organic reaction: reactants, conditions, products, and yield Reactants: C1(CCCCCCC1)NC(NN)=S (4-cyclooctyl-3-thiosemicarbazide), ClC(C(=O)OCC)C(=O)C (ethyl 2-chloroacetoacetate), Cl (hydrogen chloride). Run in C(C)O (ethanol). Reaction conditions: time 1.5 hour. The product is Cl.C1(CCCCCCC1)NC1=NNC(=C1C(=O)OCC)C (3-(Cyclooctylamino)-5-methyl-1-H-pyrazole-4-carboxylic acid, ethyl ester, hydrochloride). The yield is 60.9%. As a reaction SMILES: [CH:1]1([NH:9][C:10](=S)[NH:11][NH2:12])[CH2:8][CH2:7][CH2:6][CH2:5][CH2:4][CH2:3][CH2:2]1.[Cl:14][CH:15]([C:21]([CH3:23])=O)[C:16]([O:18][CH2:19][CH3:20])=[O:17].Cl>C(O)C>[ClH:14].[CH:1]1([NH:9][C:10]2[C:15]([C:16]([O:18][CH2:19][CH3:20])=[O:17])=[C:21]([CH3:23])[NH:12][N:11]=2)[CH2:8][CH2:7][CH2:6][CH2:5][CH2:4][CH2:3][CH2:2]1 |f:4.5|. Reported procedure: A stirred slurry of 18.7 g (0.093 mole) of 4-cyclooctyl-3-thiosemicarbazide in 150 mL of absolute ethanol under nitrogen atmosphere was treated with 16.5 g (0.1 mole) of ethyl 2-chloroacetoacetate, stirred at ambient temperature for 1.5 hr, treated with 50 mL of 2N ethanolic hydrogen chloride and heated at reflux for ~16 hr. The yellow-brown reaction mixture was filtered and concentrated in vacuo to a dark oil which solidified. Trituration of the crude product with warm acetone removed most of t...